Task: describe an organic reaction: reactants, conditions, products, and yield. Dataset: the Open Reaction Database (ORD), a public repository of structured organic reaction records RXN SMILES: Br[C:2]1[CH:11]=[CH:10][C:5]([C:6]([O:8]C)=[O:7])=[C:4]([CH3:12])[CH:3]=1.[C:13]([CH:15]1[CH2:17][CH2:16]1)#[CH:14]>C(N(CC)CC)C.[Cu](I)I.Cl[Pd](Cl)([P](C1C=CC=CC=1)(C1C=CC=CC=1)C1C=CC=CC=1)[P](C1C=CC=CC=1)(C1C=CC=CC=1)C1C=CC=CC=1>[CH:15]1([C:13]#[C:14][C:2]2[CH:11]=[CH:10][C:5]([C:6]([OH:8])=[O:7])=[C:4]([CH3:12])[CH:3]=2)[CH2:17][CH2:16]1 |^1:30,49|. Procedure details: Methyl 4-Bromo-2-methylbenzoate (1.0 g, 4.4 mmol) was dissolved in triethylamine (5 mL). To the mixture was added copper iodide (43 mg, 5 mol %), followed by PdCl2(PPh3)2 (157 mg, 5 mol %) and ethynylcyclopropane (1.43 ml, 12 mmol). The mixture was heated in a sealed pressure tube at 80° C. for 3 hours. After completion of the reaction, the triethylamine was evaporated and the residue was dissolved in EtOAc and filtered through Celite®. The organic layer was washed with water, brine, and dried (... The product is C1(CC1)C#CC1=CC(=C(C(=O)O)C=C1)C (4-(cyclopropylethynyl)-2-methylbenzoic acid). The reactants are BrC1=CC(=C(C(=O)OC)C=C1)C (Methyl 4-Bromo-2-methylbenzoate), C(#C)C1CC1 (ethynylcyclopropane). Run in C(C)N(CC)CC (triethylamine). Run at temperature 80 celsius. Reagents/catalysts: [Cu](I)I (copper iodide), Cl[Pd]([P](C1=CC=CC=C1)(C2=CC=CC=C2)C3=CC=CC=C3)([P](C4=CC=CC=C4)(C5=CC=CC=C5)C6=CC=CC=C6)Cl (PdCl2(PPh3)2). Isolated yield 71.5%. The reactants are [BH4-].[Na+] (sodium borohydride), O(C(=O)CCCCCCCCC)C (methyl caprate), C(C)OCCOCCOCCO (triethylene glycol monoethyl ether), S(O)(O)(=O)=O (sulfuric acid). Run in C=1(C(=CC=CC1)C)C (xylene). Yields the product C(CCCCCCCCC)O (n-decanol). Isolated yield 99.0%. Reaction SMILES: C(OCCOCCOCCO)C.[BH4-].[Na+].[O:15](C)[C:16]([CH2:18][CH2:19][CH2:20][CH2:21][CH2:22][CH2:23][CH2:24][CH2:25][CH3:26])=O.S(=O)(=O)(O)O>C1(C)C(C)=CC=CC=1>[CH2:16]([OH:15])[CH2:18][CH2:19][CH2:20][CH2:21][CH2:22][CH2:23][CH2:24][CH2:25][CH3:26] |f:1.2|. Reported procedure: 14.8 g (0.083 mole) of triethylene glycol monoethyl ether was added dropwise to a mixture consisting of 1.6 g (0.042 mole) of sodium borohydride, 10 ml of xylene and 5 g (0.027 mole) of methyl caprate at 95° C. over two hours while agitating the mixture. Subsequently, the mixture was agitated at the same temperature for 1.5 hours. After cooling to room temperature, the mixture was neutralized with dilute sulfuric acid. As a result, n-decanol was obtained in 99% yield.